From a dataset of the Open Reaction Database (ORD), a public repository of structured organic reaction records. describe an organic reaction: reactants, conditions, products, and yield Run in CO (MeOH), O (water). Reported procedure: To a suspension of 121 (135 mg, 0.281) in MeOH (10 mL) was added Zinc powder (184 mg, 2.81 mmol) and NH4Cl (60.1 mg, 1.124 mmol) in water (1 mL) and the reaction mixture was stirred at reflux for 5 hours then stirred at RT for 2 days. The mixture was filtered, concentrated, dissolved in DCM and MeOH and the resultant solution was then washed with water. The organic phase was collected, dried over anhydrous Na2SO4, filtered and concentrated. The resultant solid 122 (65 mg, 51% yield) was used dir... The reactants are FC1=C(OC2=C3C(=NC=C2)C=C(S3)C3=CC=C(C=N3)CN3C(COCC3)=O)C=CC(=C1)[N+](=O)[O-] (4-((6-(7-(2-fluoro-4-nitrophenoxy)thieno[3,2-b]pyridin-2-yl)pyridin-3-yl)methyl)morpholin-3-one), [NH4+].[Cl-] (NH4Cl). Reaction SMILES: [F:1][C:2]1[CH:31]=[C:30]([N+:32]([O-])=O)[CH:29]=[CH:28][C:3]=1[O:4][C:5]1[CH:10]=[CH:9][N:8]=[C:7]2[CH:11]=[C:12]([C:14]3[N:19]=[CH:18][C:17]([CH2:20][N:21]4[CH2:26][CH2:25][O:24][CH2:23][C:22]4=[O:27])=[CH:16][CH:15]=3)[S:13][C:6]=12.[NH4+].[Cl-]>CO.O.[Zn]>[NH2:32][C:30]1[CH:29]=[CH:28][C:3]([O:4][C:5]2[CH:10]=[CH:9][N:8]=[C:7]3[CH:11]=[C:12]([C:14]4[N:19]=[CH:18][C:17]([CH2:20][N:21]5[CH2:26][CH2:25][O:24][CH2:23][C:22]5=[O:27])=[CH:16][CH:15]=4)[S:13][C:6]=23)=[C:2]([F:1])[CH:31]=1 |f:1.2|. Yield: 51.4%. Reagents/catalysts: [Zn] (Zinc). The product is NC1=CC(=C(OC2=C3C(=NC=C2)C=C(S3)C3=CC=C(C=N3)CN3C(COCC3)=O)C=C1)F (4-((6-(7-(4-amino-2-fluorophenoxy)thieno[3,2-b]pyridin-2-yl)pyridin-3-yl)methyl)morpholin-3-one). The reactants are C[Si](C)(C)Cl (trimethylsilyl chloride), C(C(=O)Cl)(=O)Cl (oxalyl chloride), OC(C(=O)O)C1=CC=CC=C1 (2-hydroxy-2-phenylacetic acid), C(C)N (ethylamine), C(CC(O)(C(=O)O)CC(=O)O)(=O)O (citric acid). Reagents/catalysts: CN(C)C=1C=CN=CC1 (DMAP). Run in CN(C=O)C (N,N-dimethylformamide), N1=CC=CC=C1 (pyridine), N1=CC=CC=C1 (pyridine), O1CCCC1 (tetrahydrofuran), CO (methanol), ClCCl (dichloromethane). Yields the product C(C)NC(C(C1=CC=CC=C1)O)=O (N-ethyl-2-hydroxy-2-phenylacetamide). The yield is 82.9%. RXN SMILES: [OH:1][CH:2]([C:6]1[CH:11]=[CH:10][CH:9]=[CH:8][CH:7]=1)[C:3]([OH:5])=O.C[Si](Cl)(C)C.C(Cl)(=O)C(Cl)=O.[CH2:23]([NH2:25])[CH3:24].C(O)(=O)CC(CC(O)=O)(C(O)=O)O>ClCCl.CN(C1C=CN=CC=1)C.CO.N1C=CC=CC=1.O1CCCC1.CN(C)C=O>[CH2:23]([NH:25][C:3](=[O:5])[CH:2]([OH:1])[C:6]1[CH:11]=[CH:10][CH:9]=[CH:8][CH:7]=1)[CH3:24]. Reported procedure: According to Reference Example 8-56, 2-hydroxy-2-phenylacetic acid (500 mg, 3.29 mmol) was dissolved in dichloromethane (7.5 mL), and the solution was stirred with pyridine (0.532 mL, 6.58 mmol), DMAP (40 mg, 0.33 mmol), trimethylsilyl chloride (0.835 mL, 6.58 mmol), N,N-dimethylformamide (0.050 mL), oxalyl chloride (0.301 mL, 3.45 mmol), a solution containing a 2 mol/L tetrahydrofuran solution of ethylamine (1.81 mL, 3.62 mmol) and pyridine (0.878 mL), and a solution containing a methanol (5 mL... The reactants are [N-]=C=O (isocyanate), C1(=CC=CC=C1)N=C=O (phenyl isocyanate), OC(C(=O)OC)C(=C)C (methyl 2-hydroxy-3-methyl-3-butenoate). The solvent is C1=CC=CC=C1 (benzene). The product is C(N)([O-])=O (carbamate), C1(=CC=CC=C1)NC(=O)OC(C(=O)[O-])C(=C)C (2-(N-phenylcarbamoyloxy)-3-methyl-3-butenoate). As a reaction SMILES: [C:1]1([N:7]=[C:8]=[O:9])[CH:6]=[CH:5][CH:4]=[CH:3][CH:2]=1.[OH:10][CH:11]([C:16]([CH3:18])=[CH2:17])[C:12]([O:14]C)=[O:13].[N-]=C=O>C1C=CC=CC=1>[C:8](=[O:9])([O-:10])[NH2:7].[C:1]1([NH:7][C:8]([O:10][CH:11]([C:16]([CH3:18])=[CH2:17])[C:12]([O-:14])=[O:13])=[O:9])[CH:6]=[CH:5][CH:4]=[CH:3][CH:2]=1. Reported procedure: A benzene solution (50 ml) of phenyl isocyanate (1.19 g, 10 mmol) and methyl 2-hydroxy-3-methyl-3-butenoate (2.0 g, 10 mmol) was stirred at room temperature for 2 hours. It was confirmed by NMR and IR analysis of the reaction mixture that the isocyanate was completely consumed and a carbamate, 2-(N-phenylcarbamoyloxy)-3-methyl-3-butenoate, was produced. After the addition of triethylamine to the reaction mixture, the solution was further heated at reflux for 3 hours. The solvent was then removed... The reactants are BrC(C(OC1=C2C(C(=O)N(C2=O)C2=CC=C(C=C2)OC(C(Br)(F)F)(F)F)=CC=C1)(F)F)(F)F (3-(2-Bromotetrafluoroethoxy)-N-(4-(2-bromotetrafluoroethoxy)phenyl) phthalimide). Procedure details: The product of the previous preparation, 3-(2-Bromotetrafluoroethoxy)-N-(4-(2-bromotetrafluoroethoxy)phenyl) phthalimide, (2.73 g, 0.00445 mole) is dissolved in 20 ml of warm acetonitrile (approximately 50° C.) and added to zinc metal (0.61 g, 0.0093 mole) in 5 ml of acetonitrile stirring at reflux. The reaction mixture is stirred at reflux for 12 hours, then filtered on a fine-pored fritted glass funnel to remove unreacted zinc and zinc halide salts. The precipitate is washed twice with 25 ml o... Reaction SMILES: Br[C:2]([F:33])([F:32])[C:3](F)([F:30])[O:4][C:5]1[CH:29]=[CH:28][CH:27]=[C:7]2[C:8]([N:10]([C:13]3[CH:18]=[CH:17][C:16]([O:19][C:20](F)([F:25])[C:21]([F:24])([F:23])Br)=[CH:15][CH:14]=3)[C:11](=[O:12])[C:6]=12)=[O:9]>C(#N)C.[Zn]>[F:30][C:3]([O:4][C:5]1[CH:29]=[CH:28][CH:27]=[C:7]2[C:8]([N:10]([C:13]3[CH:14]=[CH:15][C:16]([O:19][C:20]([F:25])=[C:21]([F:23])[F:24])=[CH:17][CH:18]=3)[C:11](=[O:12])[C:6]=12)=[O:9])=[C:2]([F:33])[F:32]. Solvent: C(C)#N (acetonitrile), C(C)#N (acetonitrile). Yield: 83.3%. The product is FC(=C(F)F)OC1=C2C(C(=O)N(C2=O)C2=CC=C(C=C2)OC(=C(F)F)F)=CC=C1 (3-Trifluorovinyloxy-N-(4-trifluorovinyloxyphenyl)phthalimide). The reagents and catalysts are [Zn] (zinc).